Dataset: the Open Reaction Database (ORD), a public repository of structured organic reaction records. Task: describe an organic reaction: reactants, conditions, products, and yield Starting materials: BrC1=C(C=NC=C1)N(C(C1=CC(=CC(=C1)C(F)(F)F)C(F)(F)F)=O)C (N-(4-bromo-pyridin-3-yl)-N-methyl-3,5-bis-trifluoromethyl-benzamide), COC1=C(C=CC(=C1F)F)B(O)O (2-methoxy-3,4-difluorophenylboronic acid). Yields the product FC=1C(=C(C=CC1F)C1=C(C=NC=C1)N(C(C1=CC(=CC(=C1)C(F)(F)F)C(F)(F)F)=O)C)OC (N-[4-(3,4-Difluoro-2-methoxy-phenyl)-pyridin-3-yl]-N-methyl-3,5-bis-trifluoromethyl-benzamide). As a reaction SMILES: Br[C:2]1[CH:7]=[CH:6][N:5]=[CH:4][C:3]=1[N:8]([CH3:25])[C:9](=[O:24])[C:10]1[CH:15]=[C:14]([C:16]([F:19])([F:18])[F:17])[CH:13]=[C:12]([C:20]([F:23])([F:22])[F:21])[CH:11]=1.[CH3:26][O:27][C:28]1[C:33]([F:34])=[C:32]([F:35])[CH:31]=[CH:30][C:29]=1B(O)O>>[F:34][C:33]1[C:28]([O:27][CH3:26])=[C:29]([C:2]2[CH:7]=[CH:6][N:5]=[CH:4][C:3]=2[N:8]([CH3:25])[C:9](=[O:24])[C:10]2[CH:15]=[C:14]([C:16]([F:19])([F:18])[F:17])[CH:13]=[C:12]([C:20]([F:23])([F:22])[F:21])[CH:11]=2)[CH:30]=[CH:31][C:32]=1[F:35]. Reported procedure: The title compound was prepared in analogy to example 58, from N-(4-bromo-pyridin-3-yl)-N-methyl-3,5-bis-trifluoromethyl-benzamide (example 25, intermediate a) and 2-methoxy-3,4-difluorophenylboronic acid (CAS RN 905583-06-4) and using preparative HPLC for the chromatographic purification. Off-white solid (49%). MS (ESI): m/z=491.1 [M+H]+. Starting materials: BrC1=CC=C(C=C1)N1C(=NC(=C1)C(C)=O)C1=C(C=CC=C1)C(F)(F)F (1-[1-(4-bromophenyl)-2-(2-trifluoromethyl-phenyl)-1H-imidazol-4-yl]-ethanone), FC(F)(F)[Si](C)(C)C (trifluoromethyl-trimethylsilane), solution, [F-].C(CCC)[N+](CCCC)(CCCC)CCCC (tetrabutylammonium fluoride), FC(F)(F)[Si](C)(C)C (trifluoromethyl-trimethylsilane), [F-].C(CCC)[N+](CCCC)(CCCC)CCCC (TBAF). The solvent is C1(=CC=CC=C1)C (toluene), C1CCOC1 (THF). Run at temperature 50 celsius, time 48 hour. The product is BrC1=CC=C(C=C1)N1C(=NC(=C1)C(C(F)(F)F)(C)O)C1=C(C=CC=C1)C(F)(F)F (2-[1-(4-bromophenyl)-2-(2-trifluoromethyl-phenyl)-1H-imidazol-4-yl]-1,1,1-trifluoro-propan-2-ol). The yield is 38.9%. RXN SMILES: [Br:1][C:2]1[CH:7]=[CH:6][C:5]([N:8]2[CH:12]=[C:11]([C:13](=[O:15])[CH3:14])[N:10]=[C:9]2[C:16]2[CH:21]=[CH:20][CH:19]=[CH:18][C:17]=2[C:22]([F:25])([F:24])[F:23])=[CH:4][CH:3]=1.[F:26][C:27]([Si](C)(C)C)([F:29])[F:28].[F-].C([N+](CCCC)(CCCC)CCCC)CCC>C1(C)C=CC=CC=1.C1COCC1>[Br:1][C:2]1[CH:7]=[CH:6][C:5]([N:8]2[CH:12]=[C:11]([C:13]([OH:15])([CH3:14])[C:27]([F:29])([F:28])[F:26])[N:10]=[C:9]2[C:16]2[CH:21]=[CH:20][CH:19]=[CH:18][C:17]=2[C:22]([F:24])([F:23])[F:25])=[CH:4][CH:3]=1 |f:2.3|. Procedure: To a solution of 1-[1-(4-bromophenyl)-2-(2-trifluoromethyl-phenyl)-1H-imidazol-4-yl]-ethanone (0.24 g, 0.59 mmol) and trifluoromethyl-trimethylsilane (0.10 mL, 0.68 mmol) in toluene (3 mL, anhyd) at 0° C. was added a 1.0M solution of tetrabutylammonium fluoride (TBAF) in THF (0.12 mL, 20 mol %, dried over 4 Å molecular sieves). After 24 h the reaction mixture was charged with additional trifluoromethyl-trimethylsilane (0.10 mL) and 1.0M TBAF (0.12 mL) and then heated at 50° C. After 48 h (total)... Reactants: CO, NCCNC(=O)c1cccc(C(=O)CNCCN2CCC(OC(=O)Nc3ccccc3-c3ccccc3)CC2)c1, O=Cc1ccc(O)cc1. Yields the product O=C(Nc1ccccc1-c1ccccc1)OC1CCN(CCNCC(=O)c2cccc(C(=O)NCCNCc3ccc(O)cc3)c2)CC1. Reaction SMILES: [CH3:50][OH:51].[NH2:1][CH2:2][CH2:3][NH:4][C:5](=[O:6])[c:7]1[cH:8][c:9]([C:10](=[O:11])[CH2:12][NH:13][CH2:14][CH2:15][N:16]2[CH2:17][CH2:18][CH:19]([O:22][C:23]([NH:24][c:25]3[c:26](-[c:31]4[cH:32][cH:33][cH:34][cH:35][cH:36]4)[cH:27][cH:28][cH:29][cH:30]3)=[O:37])[CH2:20][CH2:21]2)[cH:38][cH:39][cH:40]1.[OH:41][c:42]1[cH:43][cH:44][c:45]([CH:46]=[O:47])[cH:48][cH:49]1>>[NH:1]([CH2:2][CH2:3][NH:4][C:5](=[O:6])[c:7]1[cH:8][c:9]([C:10](=[O:11])[CH2:12][NH:13][CH2:14][CH2:15][N:16]2[CH2:17][CH2:18][CH:19]([O:22][C:23]([NH:24][c:25]3[c:26](-[c:31]4[cH:32][cH:33][cH:34][cH:35][cH:36]4)[cH:27][cH:28][cH:29][cH:30]3)=[O:37])[CH2:20][CH2:21]2)[cH:38][cH:39][cH:40]1)[CH2:46][c:45]1[cH:44][cH:43][c:42]([OH:41])[cH:49][cH:48]1. Starting materials: OC=1C=C2CCCC(C2=CC1OC)=O (6-hydroxy-7-methoxy-1-tetralone), C(=O)([O-])[O-].[K+].[K+] (K2CO3), BrCCCCl (1-bromo-3-chloropropane). Run in CC(=O)C (acetone), CC(=O)C (acetone). Yields the product ClCCCOC=1C=C2CCCC(C2=CC1OC)=O (6-(3-chloropropoxy)-7-methoxy-1-tetralone). Isolated yield 95.4%. Reaction SMILES: [OH:1][C:2]1[CH:3]=[C:4]2[C:9](=[CH:10][C:11]=1[O:12][CH3:13])[C:8](=[O:14])[CH2:7][CH2:6][CH2:5]2.C([O-])([O-])=O.[K+].[K+].Br[CH2:22][CH2:23][CH2:24][Cl:25]>CC(C)=O>[Cl:25][CH2:24][CH2:23][CH2:22][O:1][C:2]1[CH:3]=[C:4]2[C:9](=[CH:10][C:11]=1[O:12][CH3:13])[C:8](=[O:14])[CH2:7][CH2:6][CH2:5]2 |f:1.2.3|. Reported procedure: A mixture of 6-hydroxy-7-methoxy-1-tetralone (J. Org. Chem., 1985, 50, 4937) (1.5 g, 7.8 mmol), K2CO3 (1.7 g, 12.3 mmol), and acetone (30 ml) was stirred at reflux under nitrogen for 45 minutes. The reaction was cooled to ambient temperature and a solution of 1-bromo-3-chloropropane (1.9 g, 12.1 mmol) dissolved in 8 ml acetone was dripped into the mixture. After total addition, the reaction was heated to reflux and stirred under nitrogen for 21 hours. The reaction was cooled to ambient temperatu... Starting materials: BrB(Br)Br, COc1cccc2c1Oc1cc(-c3cccnc3)ccc1C2C1CC2CCC(C1)N2, ClCCl. Yields the product Oc1cccc2c1Oc1cc(-c3cccnc3)ccc1C2C1CC2CCC(C1)N2. Reaction SMILES: [B:31]([Br:32])([Br:33])[Br:34].[CH3:1][O:2][c:3]1[c:4]2[c:13]([cH:14][cH:15][cH:16]1)[CH:12]([CH:17]1[CH2:18][CH:19]3[CH2:20][CH2:21][CH:22]([CH2:23]1)[NH:24]3)[c:11]1[c:6]([cH:7][c:8](-[c:25]3[cH:26][n:27][cH:28][cH:29][cH:30]3)[cH:9][cH:10]1)[O:5]2.[Cl:35][CH2:36][Cl:37]>>[OH:2][c:3]1[c:4]2[c:13]([cH:14][cH:15][cH:16]1)[CH:12]([CH:17]1[CH2:18][CH:19]3[CH2:20][CH2:21][CH:22]([CH2:23]1)[NH:24]3)[c:11]1[c:6]([cH:7][c:8](-[c:25]3[cH:26][n:27][cH:28][cH:29][cH:30]3)[cH:9][cH:10]1)[O:5]2. The reactants are O=C([O-])[O-], COCCOCCOCCOCCOC, Cc1nn(-c2ccc(Cl)cc2F)c(=O)[nH]1, FC(F)Cl, [K+], [K+], c1c[nH]nn1. Yields the product Cc1nn(-c2ccc(Cl)cc2F)c(=O)n1C(F)F. RXN SMILES: [C:31](=[O:32])([O-:33])[O-:34].[CH3:1][O:2][CH2:3][CH2:4][O:5][CH2:6][CH2:7][O:8][CH2:9][CH2:10][O:11][CH2:12][CH2:13][O:14][CH3:15].[Cl:16][c:17]1[cH:18][c:19]([F:30])[c:20](-[n:23]2[n:24][c:25]([CH3:29])[nH:26][c:27]2=[O:28])[cH:21][cH:22]1.[Cl:37][CH:38]([F:39])[F:40].[K+:35].[K+:36].[nH:41]1[cH:42][cH:43][n:44][n:45]1>>[Cl:16][c:17]1[cH:18][c:19]([F:30])[c:20](-[n:23]2[n:24][c:25]([CH3:29])[n:26]([CH:38]([F:39])[F:40])[c:27]2=[O:28])[cH:21][cH:22]1. The reactants are C1(CCCCC1)C1=C(NC2=CC(=CC=C12)C(=O)OC)C1=C(C=C(C=C1)OCC1=NC=CC=C1)OCOC (Methyl 3-cyclohexyl-2-[2-(methoxymethoxy)-4-(pyridin-2-ylmethoxy)phenyl]-1H-indole-6-carboxylate), Cl (HCl). Run in CO (MeOH), CO (MeOH). Reaction conditions: temperature 80 celsius. The product is C1(CCCCC1)C1=C(NC2=CC(=CC=C12)C(=O)OC)C1=C(C=C(C=C1)OCC1=NC=CC=C1)O (methyl 3-cyclohexyl-2-[2-hydroxy-4-(pyridin-2-ylmethoxy)phenyl]-1H-indole-6-carboxylate). RXN SMILES: [CH:1]1([C:7]2[C:15]3[C:10](=[CH:11][C:12]([C:16]([O:18][CH3:19])=[O:17])=[CH:13][CH:14]=3)[NH:9][C:8]=2[C:20]2[CH:25]=[CH:24][C:23]([O:26][CH2:27][C:28]3[CH:33]=[CH:32][CH:31]=[CH:30][N:29]=3)=[CH:22][C:21]=2[O:34]COC)[CH2:6][CH2:5][CH2:4][CH2:3][CH2:2]1.Cl>CO>[CH:1]1([C:7]2[C:15]3[C:10](=[CH:11][C:12]([C:16]([O:18][CH3:19])=[O:17])=[CH:13][CH:14]=3)[NH:9][C:8]=2[C:20]2[CH:25]=[CH:24][C:23]([O:26][CH2:27][C:28]3[CH:33]=[CH:32][CH:31]=[CH:30][N:29]=3)=[CH:22][C:21]=2[OH:34])[CH2:6][CH2:5][CH2:4][CH2:3][CH2:2]1. Procedure: Methyl 3-cyclohexyl-2-[2-(methoxymethoxy)-4-(pyridin-2-ylmethoxy)phenyl]-1H-indole-6-carboxylate was dissolved in MeOH (0.5 M). 3N HCl (2 eq) was added, followed by more MeOH. The mixture was warmed to 80° C. for 6 h. By this time a clear solution had formed. All volatiles were evaporated in vacuo and the residual material was dissolved in DCM. The solution was washed with sat. aq. NaHCO3 and brine. After drying over Na2SO4 all volatiles were evaporated in vacuo leaving a beige amorphous solid (...